describe an organic reaction: reactants, conditions, products, and yield From a dataset of the Open Reaction Database (ORD), a public repository of structured organic reaction records. Starting materials: C(CCCCCCCCCCCCCCC)NC1=CC=C(CCC(=O)O)C=C1 (4-(hexadecylamino)hydrocinnamic acid), OCCCO (3-hydroxypropanol), B(F)(F)F.CCOCC (boron trifluoride etherate). The product is C(CCCCCCCCCCCCCCC)NC1=CC=C(CCC(=O)OCCCO)C=C1 (3-Hydroxypropyl 4-(hexadecylamino)hydrocinnamate). As a reaction SMILES: [CH2:1]([NH:17][C:18]1[CH:28]=[CH:27][C:21]([CH2:22][CH2:23][C:24]([OH:26])=[O:25])=[CH:20][CH:19]=1)[CH2:2][CH2:3][CH2:4][CH2:5][CH2:6][CH2:7][CH2:8][CH2:9][CH2:10][CH2:11][CH2:12][CH2:13][CH2:14][CH2:15][CH3:16].[OH:29][CH2:30][CH2:31][CH2:32]O.B(F)(F)F.CCOCC>>[CH2:1]([NH:17][C:18]1[CH:19]=[CH:20][C:21]([CH2:22][CH2:23][C:24]([O:26][CH2:32][CH2:31][CH2:30][OH:29])=[O:25])=[CH:27][CH:28]=1)[CH2:2][CH2:3][CH2:4][CH2:5][CH2:6][CH2:7][CH2:8][CH2:9][CH2:10][CH2:11][CH2:12][CH2:13][CH2:14][CH2:15][CH3:16] |f:2.3|. Procedure: As in Example 23, the title compound is prepared by the reaction of 4-(hexadecylamino)hydrocinnamic acid with 3-hydroxypropanol and boron trifluoride etherate.